This data is from the Open Reaction Database (ORD), a public repository of structured organic reaction records. The task is: describe an organic reaction: reactants, conditions, products, and yield The reactants are C(C)(=O)O[C@H]1[C@@H](O[C@@H]([C@H]1OC(C)=O)C)N1C(=O)N=C(N)C(=C1)C#C[Si](C)(C)C (2',3'-di-O-acetyl-5'-deoxy-5-[2-(trimethylsilyl)-ethynyl]cytidine), ClC(Cl)(OC(OC(Cl)(Cl)Cl)=O)Cl (triphosgene), COCC(CO)(C)C (3-methoxy-2,2-dimethylpropanol), C(C)(C)N(CC)C(C)C (diisopropylethylamine). Solvent: ClCCl (dichloromethane), ClCCl (dichloromethane), O (water), CO (methanol). Reaction conditions: time 5 minute. Yields the product C(C)(=O)O[C@H]1[C@@H](O[C@@H]([C@H]1OC(C)=O)C)N1C(=O)N=C(NC(=O)OCC(COC)(C)C)C(=C1)C#C[Si](C)(C)C (2',3'-di-O-acetyl-5'-deoxy- N4 -[(3-methoxy-2,2-dimethylpropoxy)carbonyl]-5-[2-(trimethylsilyl)ethynyl]-cytidine). Isolated yield 77.6%. RXN SMILES: [C:1]([O:4][C@@H:5]1[C@H:9]([O:10][C:11](=[O:13])[CH3:12])[C@@H:8]([CH3:14])[O:7][C@H:6]1[N:15]1[CH:22]=[C:21]([C:23]#[C:24][Si:25]([CH3:28])([CH3:27])[CH3:26])[C:19]([NH2:20])=[N:18][C:16]1=[O:17])(=[O:3])[CH3:2].ClC(Cl)(O[C:33](=[O:39])[O:34][C:35](Cl)(Cl)Cl)Cl.[CH3:41][O:42][CH2:43][C:44](C)([CH3:47])[CH2:45]O.C(N(C(C)C)CC)(C)C>ClCCl.O.CO>[C:1]([O:4][C@@H:5]1[C@H:9]([O:10][C:11](=[O:13])[CH3:12])[C@@H:8]([CH3:14])[O:7][C@H:6]1[N:15]1[CH:22]=[C:21]([C:23]#[C:24][Si:25]([CH3:26])([CH3:28])[CH3:27])[C:19]([NH:20][C:33]([O:34][CH2:35][C:44]([CH3:47])([CH3:45])[CH2:43][O:42][CH3:41])=[O:39])=[N:18][C:16]1=[O:17])(=[O:3])[CH3:2]. Procedure details: To a solution of 2',3'-di-O-acetyl-5'-deoxy-5-[2-(trimethylsilyl)-ethynyl]cytidine (100 mg, 0.25 mmol) and triphosgene (73 mg, 0.25 mmol) in dry dichloromethane (3 ml) there was added a solution of 3-methoxy-2,2-dimethylpropanol (77 mg, 0.65 mmol) [ref. Tetrahedron Asymmetry,1995,6, 271-282] and diisopropylethylamine (182 ml,1.3 mmol) in dry dichloromethane (2 ml). After stirring for 30 min at room temperature under Ar, methanol (0.5 ml) and water (0.5 ml) were added dropwise to the reaction mix...